Dataset: the Open Reaction Database (ORD), a public repository of structured organic reaction records. Task: describe an organic reaction: reactants, conditions, products, and yield Reactants: C(C)(C)(C)OC(NC1CCN(CC1)CCN1C(C=NC2=CC(=CC(=C12)F)F)=O)=O (tert-butyl{1-[2-(6,8-difluoro-2-oxoquinoxalin-1(2H)-yl)ethyl]piperidin-4-yl}carbamate), NC1CCN(CC1)CCN1C(C=NC2=C(C=C(C=C12)F)F)=O (1-[2-(4-aminopiperidin-1-yl)ethyl]-5,7-difluoroquinoxalin-2(1H)-one), C(C)(C)(C)OC(NC1CCN(CC1)CCN1C(C=NC2=CC(=CC(=C12)F)F)=O)=O (tert-butyl{1-[2-(6,8-difluoro-2-oxoquinoxalin-1(2H)-yl)ethyl]piperidin-4-yl}carbamate), Cl (HCl). The solvent is O1CCOCC1 (dioxane). Yields the product NC1CCN(CC1)CCN1C(C=NC2=CC(=CC(=C12)F)F)=O (1-[2-(4-Aminopiperidin-1-yl)ethyl]-6,8-difluoroquinoxalin-2(1H)-one). As a reaction SMILES: C(OC(=O)[NH:7][CH:8]1[CH2:13][CH2:12][N:11]([CH2:14][CH2:15][N:16]2[C:25]3[C:20](=[CH:21][C:22]([F:27])=[CH:23][C:24]=3[F:26])[N:19]=[CH:18][C:17]2=[O:28])[CH2:10][CH2:9]1)(C)(C)C.Cl.NC1CCN(CCN2C3C(=C(F)C=C(F)C=3)N=CC2=O)CC1>O1CCOCC1>[NH2:7][CH:8]1[CH2:13][CH2:12][N:11]([CH2:14][CH2:15][N:16]2[C:25]3[C:20](=[CH:21][C:22]([F:27])=[CH:23][C:24]=3[F:26])[N:19]=[CH:18][C:17]2=[O:28])[CH2:10][CH2:9]1. Procedure: tert-Butyl{1-[2-(6,8-difluoro-2-oxoquinoxalin-1(2H)-yl)ethyl]piperidin-4-yl}carbamate (Intermediate 194) was deprotected with HCl in dioxane as described for Intermediate 192. Starting materials: CO, N#Cc1ccc(-n2ncc(C(=O)NC3C4CC5CC(C4)CC3C5)c2C(F)(F)F)cc1, [Na+], [OH-]. The product is O=C(O)c1ccc(-n2ncc(C(=O)NC3C4CC5CC(C4)CC3C5)c2C(F)(F)F)cc1. RXN SMILES: [CH3:33][OH:34].[CH:3]12[CH:4]([NH:13][C:14](=[O:15])[c:16]3[cH:17][n:18][n:19](-[c:25]4[cH:26][cH:27][c:28]([C:31]#[N:32])[cH:29][cH:30]4)[c:20]3[C:21]([F:22])([F:23])[F:24])[CH:5]3[CH2:6][CH:7]([CH2:8][CH:9]([CH2:10]1)[CH2:11]3)[CH2:12]2.[Na+:2].[OH-:1]>>[O:1]=[C:31]([c:28]1[cH:27][cH:26][c:25](-[n:19]2[n:18][cH:17][c:16]([C:14]([NH:13][CH:4]3[CH:3]4[CH2:10][CH:9]5[CH2:8][CH:7]([CH2:6][CH:5]3[CH2:11]5)[CH2:12]4)=[O:15])[c:20]2[C:21]([F:22])([F:23])[F:24])[cH:30][cH:29]1)[OH:34]. Reactants: ClCCl, O=S(Cl)Cl, O=C(O)C1Cc2ccccc21, c1ccccc1. Product: O=C(Cl)C1Cc2ccccc21. Reaction SMILES: [Cl:22][CH2:23][Cl:24].[S:1]([Cl:2])([Cl:3])=[O:4].[c:5]12[cH:6][cH:7][cH:8][cH:9][c:10]1[CH:11]([C:13](=[O:14])[OH:15])[CH2:12]2.[cH:16]1[cH:17][cH:18][cH:19][cH:20][cH:21]1>>[Cl:3][C:13]([CH:11]1[c:10]2[c:5]([cH:6][cH:7][cH:8][cH:9]2)[CH2:12]1)=[O:15]. Starting materials: OC(CN)C1=CC=CC=C1 (2-hydroxy-2-phenylethanamine), C(=O)(OC)C1=CC=C(C=C1)CC(C)=O (1-(4-carbomethoxyphenyl) propan-2-one), CCOCC (Ether). The reagents and catalysts are [Pd] (Pd/C). The solvent is C(C)O (ethanol). Conditions: time 6 hour. Yields the product C(=O)(OC)C1=CC=C(C=C1)CC(C)NCC(C1=CC=CC=C1)O (N-[2-(4-carbomethoxyphenyl)-1-methylethyl]-2-hydroxy-2-phenylethanamine). As a reaction SMILES: [OH:1][CH:2]([C:5]1[CH:10]=[CH:9][CH:8]=[CH:7][CH:6]=1)[CH2:3][NH2:4].[C:11]([C:15]1[CH:20]=[CH:19][C:18]([CH2:21][C:22](=O)[CH3:23])=[CH:17][CH:16]=1)([O:13][CH3:14])=[O:12].CCOCC>C(O)C.[Pd]>[C:11]([C:15]1[CH:20]=[CH:19][C:18]([CH2:21][CH:22]([NH:4][CH2:3][CH:2]([OH:1])[C:5]2[CH:10]=[CH:9][CH:8]=[CH:7][CH:6]=2)[CH3:23])=[CH:17][CH:16]=1)([O:13][CH3:14])=[O:12]. Procedure: A mixture of 2-hydroxy-2-phenylethanamine (17.7 g) and 1-(4-carbomethoxyphenyl) propan-2-one (24.8 g) in ethanol (300 ml) was refluxed for one hour. When cooled, 10% Pd/C (1.0 g) was added and the mixture was hydrogenated on a Parr Hydrogenator at 60° and 60 psi for six hours. The mixture was filtered and the filtrate was evaporated to an oil which was taken up in methanol (75 ml). The solution was allowed to stand at 4° to give crystals (Batch 1). Ether (75 ml) was added to the mother liquors t... Starting materials: Cc1ccccc1, O=C(O)C(F)(F)F, CC(C)(C)OC(=O)N1CCC(c2nc(-c3cnc(-c4ccccc4)nc3)c[nH]2)CC1. Product: c1ccc(-c2ncc(-c3cnc(C4CCNCC4)[nH]3)cn2)cc1. Reaction SMILES: [CH3:38][c:39]1[cH:40][cH:41][cH:42][cH:43][cH:44]1.[OH:31][C:32]([C:33]([F:34])([F:35])[F:36])=[O:37].[c:1]1(-[c:7]2[n:8][cH:9][c:10](-[c:13]3[n:14][c:15]([CH:18]4[CH2:19][CH2:20][N:21]([C:24]([O:25][C:26]([CH3:27])([CH3:28])[CH3:29])=[O:30])[CH2:22][CH2:23]4)[nH:16][cH:17]3)[cH:11][n:12]2)[cH:2][cH:3][cH:4][cH:5][cH:6]1>>[c:1]1(-[c:7]2[n:8][cH:9][c:10](-[c:13]3[nH:14][c:15]([CH:18]4[CH2:19][CH2:20][NH:21][CH2:22][CH2:23]4)[n:16][cH:17]3)[cH:11][n:12]2)[cH:2][cH:3][cH:4][cH:5][cH:6]1. The reactants are CN(C)C=O, O=[N+]([O-])c1ccc(OCCc2ccc(CCl)cn2)cc1, N#C[K], O. Yields the product N#CCc1ccc(CCOc2ccc([N+](=O)[O-])cc2)nc1. RXN SMILES: [CH3:24][N:25]([CH3:26])[CH:27]=[O:28].[Cl:1][CH2:2][c:3]1[cH:4][cH:5][c:6]([CH2:9][CH2:10][O:11][c:12]2[cH:13][cH:14][c:15]([N+:18](=[O:19])[O-:20])[cH:16][cH:17]2)[n:7][cH:8]1.[K:21][C:22]#[N:23].[OH2:29]>>[CH2:2]([c:3]1[cH:4][cH:5][c:6]([CH2:9][CH2:10][O:11][c:12]2[cH:13][cH:14][c:15]([N+:18](=[O:19])[O-:20])[cH:16][cH:17]2)[n:7][cH:8]1)[C:22]#[N:23]. Reactants: OCc1ccc(Br)cc1Cl, ClCCl, O=[Cr](=O)([O-])O[Cr](=O)(=O)[O-], c1cc[nH+]cc1, c1cc[nH+]cc1. Yields the product O=Cc1ccc(Br)cc1Cl. Reaction SMILES: [Br:1][c:2]1[cH:3][c:4]([Cl:10])[c:5]([CH2:8][OH:9])[cH:6][cH:7]1.[Cl:32][CH2:33][Cl:34].[Cr:11]([O:12][Cr:13]([O-:14])(=[O:15])=[O:16])([O-:17])(=[O:18])=[O:19].[nH+:20]1[cH:21][cH:22][cH:23][cH:24][cH:25]1.[nH+:26]1[cH:27][cH:28][cH:29][cH:30][cH:31]1>>[Br:1][c:2]1[cH:3][c:4]([Cl:10])[c:5]([CH:8]=[O:9])[cH:6][cH:7]1. The reactants are C(C)(=O)OC(C)=O (acetic acid anhydride), NC=1C=C(C=CC1)CC(C)N (1-(3'-amino-phenyl)-2-amino-propane), Cl.NC=1C=C(C=CC1)CC(C)N (1-(3'-amino-phenyl)-2-amino-propane monohydrochloride), Cl (hydrochloric acid). The solvent is C(C)(=O)O (acetic acid). Run at time 10 minute. Product: Cl.N(C(=O)C)C=1C=C(C=CC1)CC(C)N (1-(3'-Acetamino-phenyl)-2-amino-propane hydrochloride). Reaction SMILES: [NH2:1][C:2]1[CH:3]=[C:4]([CH2:8][CH:9]([NH2:11])[CH3:10])[CH:5]=[CH:6][CH:7]=1.[ClH:12].Cl.NC1C=C(CC(N)C)C=CC=1.[C:25](OC(=O)C)(=[O:27])[CH3:26]>C(O)(=O)C>[ClH:12].[NH:1]([C:2]1[CH:3]=[C:4]([CH2:8][CH:9]([NH2:11])[CH3:10])[CH:5]=[CH:6][CH:7]=1)[C:25]([CH3:26])=[O:27] |f:2.3,6.7|. Procedure details: 15 gm of 1-(3'-amino-phenyl)-2-amino-propane were dissolved in glacial acetic acid, and ethereal hydrochloric acid was added to the solution. The resulting solution of 1-(3'-amino-phenyl)-2-amino-propane monohydrochloride was admixed with 15 ml of acetic acid anhydride, and the mixture was stirred for 10 minutes at room temperature. Thereafter, the reaction mixture was evaporated in a water aspirator vacuum, whereupon 1-(3'-acetamino-phenyl)-2-amino-propane hydrochloride crystallized out. Recrys...